Task: describe an organic reaction: reactants, conditions, products, and yield. Dataset: the Open Reaction Database (ORD), a public repository of structured organic reaction records Starting materials: C(O)([O-])=O.[Na+] (sodium hydrogen carbonate), NC=1C(=CC(=C(C(=O)OC)C1)C(F)(F)F)O (Methyl 5-amino-4-hydroxy-2-(trifluoromethyl)benzoate), BrC(C(=O)Br)(C)C (2-bromoisobutyryl bromide). The solvent is O1CCCC1 (tetrahydrofuran), C(Cl)(Cl)Cl (chloroform). Yields the product BrC(C(=O)NC=1C(=CC(=C(C(=O)OC)C1)C(F)(F)F)O)(C)C (methyl 5-[(2-bromo-2-methylpropanoyl)amino]-4-hydroxy-2-(trifluoromethyl)benzoate). Reaction SMILES: [NH2:1][C:2]1[C:3]([OH:16])=[CH:4][C:5]([C:12]([F:15])([F:14])[F:13])=[C:6]([CH:11]=1)[C:7]([O:9][CH3:10])=[O:8].C(=O)([O-])O.[Na+].[Br:22][C:23]([CH3:28])([CH3:27])[C:24](Br)=[O:25]>C(Cl)(Cl)Cl.O1CCCC1>[Br:22][C:23]([CH3:28])([CH3:27])[C:24]([NH:1][C:2]1[C:3]([OH:16])=[CH:4][C:5]([C:12]([F:13])([F:14])[F:15])=[C:6]([CH:11]=1)[C:7]([O:9][CH3:10])=[O:8])=[O:25] |f:1.2|. Procedure details: Methyl 5-amino-4-hydroxy-2-(trifluoromethyl)benzoate (53.0 g) was dissolved in chloroform (200 ml) and tetrahydrofuran (200 ml), and thereto was added an aqueous sodium hydrogen carbonate solution (27.60 g/240 ml), and the mixture was vigorously stirred. The mixture was cooled in an ice-bath, and thereto was slowly added dropwise 2-bromoisobutyryl bromide (65.5 g), and the mixture was stirred for 30 minutes. The mixture was warmed to room temperature, and further stirred for 2.5 hours. After the... Starting materials: C1(=CC=CC=C1)C=1C=C(C=NC1Cl)OC[C@H]1N(CCC1)C(=O)OC(C)(C)C (5-Phenyl-6-chloro-3-(1-BOC-2-(S)-pyrrolidinylmethoxy)pyridine), Cl (HCl). Run in C(C)O (ethanol). Product: C1(=CC=CC=C1)C=1C=C(C=NC1Cl)OC[C@H]1NCCC1 (5-Phenyl-6-chloro-3-(2-(S)-pyrrolidinylmethoxy)pyridine). The yield is 83.0%. RXN SMILES: [C:1]1([C:7]2[CH:8]=[C:9]([O:14][CH2:15][C@@H:16]3[CH2:20][CH2:19][CH2:18][N:17]3C(OC(C)(C)C)=O)[CH:10]=[N:11][C:12]=2[Cl:13])[CH:6]=[CH:5][CH:4]=[CH:3][CH:2]=1.Cl>C(O)C>[C:1]1([C:7]2[CH:8]=[C:9]([O:14][CH2:15][C@@H:16]3[CH2:20][CH2:19][CH2:18][NH:17]3)[CH:10]=[N:11][C:12]=2[Cl:13])[CH:2]=[CH:3][CH:4]=[CH:5][CH:6]=1. Procedure details: The compound from step 84a was deprotected and converted to the salt by treatment with HCl in ethanol to give the title compound (189 mg, 83% yield). mp 75°-80° C. MS (DCI/NH3) m/z 289 (M+H)+. 1 H NMR (D2O, 300 MHz) δ: 1.27-2.10 (m, 1H), 2.03-2.18 (m, 2H), 2.22-2.31 (m, 1H), 3.41 (t, J=7.5 Hz, 2H), 4.13 (m, 1H), 4.26 (m, 1H), 4.46 (dd, J=3.4, 10.8 Hz, 1H), 7.54 (m, 6H), 8.12 (d, J=3.0 Hz, 1H). Anal. Calcd for C16H17N2OCl·1.6 HCl: C, 55.53; H, 5.25; N, 7.96. Found: C, 55.53; H, 5.40; N, 8.07. [α]... The reactants are COc1ccc(S(N)(=O)=O)cc1C(=O)O, NC1CCN(C2CCCCC2)C1, ClP(Cl)Cl, c1ccncc1. Product: COc1ccc(S(N)(=O)=O)cc1C(=O)NC1CCN(C2CCCCC2)C1. RXN SMILES: [CH3:17][O:18][c:19]1[c:20]([C:21](=[O:22])[OH:23])[cH:24][c:25]([S:28]([NH2:29])(=[O:30])=[O:31])[cH:26][cH:27]1.[NH2:1][CH:2]1[CH2:3][N:4]([CH:7]2[CH2:8][CH2:9][CH2:10][CH2:11][CH2:12]2)[CH2:5][CH2:6]1.[P:13]([Cl:14])([Cl:15])[Cl:16].[cH:32]1[cH:33][cH:34][n:35][cH:36][cH:37]1>>[NH:1]([CH:2]1[CH2:3][N:4]([CH:7]2[CH2:8][CH2:9][CH2:10][CH2:11][CH2:12]2)[CH2:5][CH2:6]1)[C:21]([c:20]1[c:19]([O:18][CH3:17])[cH:27][cH:26][c:25]([S:28]([NH2:29])(=[O:30])=[O:31])[cH:24]1)=[O:22]. Starting materials: OC1OC(C2=CC=C(C=C12)C)=O (3-hydroxy-5-methyl-3H-isobenzofuran-1-one), C1=CC=C(C=C1)[C@@H](CO)N (H-phenylglycinol), CCCCCC.C(C)(=O)OCC (hexane ethyl acetate). Solvent: C1(=CC=CC=C1)C (toluene). The product is CC1=CC=C2C(N3C(C2=C1)OCC3C3=CC=CC=C3)=O (8-Methyl-3-phenyl-2,3-dihydro-9bH-oxazolo[2,3-α]isoindol-5-one). RXN SMILES: O[CH:2]1[C:10]2[C:5](=[CH:6][CH:7]=[C:8]([CH3:11])[CH:9]=2)[C:4](=[O:12])[O:3]1.[CH:13]1[CH:18]=[CH:17][C:16]([C@H:19]([NH2:22])[CH2:20]O)=[CH:15][CH:14]=1.CCCCCC.C(OCC)(=O)C>C1(C)C=CC=CC=1>[CH3:11][C:8]1[CH:9]=[C:10]2[C:5]([C:4](=[O:12])[N:22]3[CH:19]([C:16]4[CH:17]=[CH:18][CH:13]=[CH:14][CH:15]=4)[CH2:20][O:3][CH:2]32)=[CH:6][CH:7]=1 |f:2.3|. Reported procedure: 3-hydroxy-5-methyl-3H-isobenzofuran-1-one (4.66 g, 28.39 mmol) and H-phenylglycinol (3.89 g, 28.39 mmol) was taken up in dry toluene and heated to reflux under argon for 12 h. The water generated was collected in a Dean-Stark trap. The reaction mixture was cooled to room temp and poured into 1N HCl and the aqueous layer was extracted three times with ethyl acetate. The combined organic layers were washed with saturated sodium bicarbonate, water, brine and dried over anhydrous magnesium sulfate. ... Reactants: CO, [Na+], COC(=O)C1(NCC(CNCc2cnc3cc4c(cc3c2)CC2(C4)C(=O)Nc3ncccc32)c2ccccc2)CCCC1, [OH-]. Yields the product O=C(O)C1(NCC(CNCc2cnc3cc4c(cc3c2)CC2(C4)C(=O)Nc3ncccc32)c2ccccc2)CCCC1. RXN SMILES: [CH3:46][OH:47].[Na+:45].[O:1]=[C:2]1[NH:3][c:4]2[n:5][cH:6][cH:7][cH:8][c:9]2[C:10]12[CH2:11][c:12]1[c:13]([cH:14][c:15]3[cH:16][c:17]([CH2:22][NH:23][CH2:24][CH:25]([CH2:26][NH:27][C:28]4([C:33](=[O:34])[O:35][CH3:36])[CH2:29][CH2:30][CH2:31][CH2:32]4)[c:37]4[cH:38][cH:39][cH:40][cH:41][cH:42]4)[cH:18][n:19][c:20]3[cH:21]1)[CH2:43]2.[OH-:44]>>[O:1]=[C:2]1[NH:3][c:4]2[n:5][cH:6][cH:7][cH:8][c:9]2[C:10]12[CH2:11][c:12]1[c:13]([cH:14][c:15]3[cH:16][c:17]([CH2:22][NH:23][CH2:24][CH:25]([CH2:26][NH:27][C:28]4([C:33](=[O:34])[OH:35])[CH2:29][CH2:30][CH2:31][CH2:32]4)[c:37]4[cH:38][cH:39][cH:40][cH:41][cH:42]4)[cH:18][n:19][c:20]3[cH:21]1)[CH2:43]2. Starting materials: CC1CNCCN1C(=O)OC(C)(C)C, CN(C)C=O, O=C(c1cccnc1)N(CCCCCl)c1ccc(F)cc1, [Na+], [Na+], O=C([O-])[O-]. Product: CC1CN(CCCCN(C(=O)c2cccnc2)c2ccc(F)cc2)CCN1C(=O)OC(C)(C)C. As a reaction SMILES: [CH3:22][CH:23]1[N:24]([C:29](=[O:30])[O:31][C:32]([CH3:33])([CH3:34])[CH3:35])[CH2:25][CH2:26][NH:27][CH2:28]1.[CH3:42][N:43]([CH3:44])[CH:45]=[O:46].[Cl:1][CH2:2][CH2:3][CH2:4][CH2:5][N:6]([C:7](=[O:8])[c:9]1[cH:10][n:11][cH:12][cH:13][cH:14]1)[c:15]1[cH:16][cH:17][c:18]([F:21])[cH:19][cH:20]1.[Na+:36].[Na+:37].[O-:38][C:39](=[O:40])[O-:41]>>[CH2:2]([CH2:3][CH2:4][CH2:5][N:6]([C:7](=[O:8])[c:9]1[cH:10][n:11][cH:12][cH:13][cH:14]1)[c:15]1[cH:16][cH:17][c:18]([F:21])[cH:19][cH:20]1)[N:27]1[CH2:26][CH2:25][N:24]([C:29](=[O:30])[O:31][C:32]([CH3:33])([CH3:34])[CH3:35])[CH:23]([CH3:22])[CH2:28]1. Reactants: CS(=O)(=O)OCCOc1ccc(Br)cc1, CCCO, Cc1cc(Cl)c(O)c(Cl)c1, [K+], [K+], O=C([O-])[O-], O. Product: Cc1cc(Cl)c(OCCOc2ccc(Br)cc2)c(Cl)c1. Reaction SMILES: [Br:17][c:18]1[cH:19][cH:20][c:21]([O:22][CH2:23][CH2:24][O:25][S:26]([CH3:27])(=[O:28])=[O:29])[cH:30][cH:31]1.[CH2:33]([OH:34])[CH2:35][CH3:36].[Cl:7][c:8]1[cH:9][c:10]([CH3:16])[cH:11][c:12]([Cl:15])[c:13]1[OH:14].[K+:1].[K+:2].[O-:3][C:4]([O-:5])=[O:6].[OH2:32]>>[Cl:7][c:8]1[cH:9][c:10]([CH3:16])[cH:11][c:12]([Cl:15])[c:13]1[O:14][CH2:24][CH2:23][O:22][c:21]1[cH:20][cH:19][c:18]([Br:17])[cH:31][cH:30]1. Reactants: C(C)NC(=O)NC1=NC=C(C(=C1)C=1SC=C(N1)C(F)(F)F)B1OC(C(O1)(C)C)(C)C (1-Ethyl-3-(5-(4,4,5,5-tetramethyl-1,3,2-dioxaborolan-2-yl)-4-(4-(trifluoromethyl)thiazol-2-yl)pyridin-2-yl)urea), C([O-])([O-])=O.[Na+].[Na+] (sodium carbonate), COCC(COC)N1C=C(C(C2=CC(=CC=C12)I)=O)C(=O)N1CCN(CC1)C(=O)OC(C)(C)C (tert-butyl 4-{[1-(1,3-dimethoxypropan-2-yl)-6-iodo-4-oxo-1,4-dihydroquinolin-3-yl]carbonyl}piperazine-1-carboxylate), COCC(COC)N1C=C(C(C2=CC(=CC=C12)I)=O)C(=O)N1CCN(CC1)C(=O)OC(C)(C)C (tert-butyl 4-{[1-(1,3-dimethoxypropan-2-yl)-6-iodo-4-oxo-1,4-dihydroquinolin-3-yl]carbonyl}piperazine-1-carboxylate), C(C)NC(=O)NC1=NC=C(C(=C1)C=1SC=C(N1)C(F)(F)F)B1OC(C(O1)(C)C)(C)C (1-Ethyl-3-(5-(4,4,5,5-tetramethyl-1,3,2-dioxaborolan-2-yl)-4-(4-(trifluoromethyl)thiazol-2-yl)pyridin-2-yl)urea). The reagents and catalysts are C=1C=CC(=CC1)[P](C=2C=CC=CC2)(C=3C=CC=CC3)[Pd]([P](C=4C=CC=CC4)(C=5C=CC=CC5)C=6C=CC=CC6)([P](C=7C=CC=CC7)(C=8C=CC=CC8)C=9C=CC=CC9)[P](C=1C=CC=CC1)(C=1C=CC=CC1)C=1C=CC=CC1 (tetrakis(triphenylphosphine)palladium). The solvent is O (water), CN(C=O)C (dimethylformamide). Yields the product COCC(COC)N1C=C(C(C2=CC(=CC=C12)C=1C=NC(=CC1C=1SC=C(N1)C(F)(F)F)NC(NCC)=O)=O)C(=O)N1CCN(CC1)C(=O)OC(C)(C)C (tert-butyl 4-{[1-(1,3-dimethoxypropan-2-yl)-6-{6-[(ethylcarbamoyl)amino]-4-[4-(trifluoromethyl)-1,3-thiazol-2-yl]pyridin-3-yl}-4-oxo-1,4-dihydroquinolin-3-yl]carbonyl}piperazine-1-carboxylate). Isolated yield 49.4%. As a reaction SMILES: [CH3:1][O:2][CH2:3][CH:4]([N:8]1[C:17]2[C:12](=[CH:13][C:14](I)=[CH:15][CH:16]=2)[C:11](=[O:19])[C:10]([C:20]([N:22]2[CH2:27][CH2:26][N:25]([C:28]([O:30][C:31]([CH3:34])([CH3:33])[CH3:32])=[O:29])[CH2:24][CH2:23]2)=[O:21])=[CH:9]1)[CH2:5][O:6][CH3:7].[CH2:35]([NH:37][C:38]([NH:40][C:41]1[CH:46]=[C:45]([C:47]2[S:48][CH:49]=[C:50]([C:52]([F:55])([F:54])[F:53])[N:51]=2)[C:44](B2OC(C)(C)C(C)(C)O2)=[CH:43][N:42]=1)=[O:39])[CH3:36].C(=O)([O-])[O-].[Na+].[Na+]>CN(C)C=O.O.C1C=CC([P]([Pd]([P](C2C=CC=CC=2)(C2C=CC=CC=2)C2C=CC=CC=2)([P](C2C=CC=CC=2)(C2C=CC=CC=2)C2C=CC=CC=2)[P](C2C=CC=CC=2)(C2C=CC=CC=2)C2C=CC=CC=2)(C2C=CC=CC=2)C2C=CC=CC=2)=CC=1>[CH3:1][O:2][CH2:3][CH:4]([N:8]1[C:17]2[C:12](=[CH:13][C:14]([C:44]3[CH:43]=[N:42][C:41]([NH:40][C:38](=[O:39])[NH:37][CH2:35][CH3:36])=[CH:46][C:45]=3[C:47]3[S:48][CH:49]=[C:50]([C:52]([F:55])([F:53])[F:54])[N:51]=3)=[CH:15][CH:16]=2)[C:11](=[O:19])[C:10]([C:20]([N:22]2[CH2:27][CH2:26][N:25]([C:28]([O:30][C:31]([CH3:34])([CH3:33])[CH3:32])=[O:29])[CH2:24][CH2:23]2)=[O:21])=[CH:9]1)[CH2:5][O:6][CH3:7] |f:2.3.4,^1:80,82,101,120|. Reported procedure: A solution of tert-butyl 4-{[1-(1,3-dimethoxypropan-2-yl)-6-iodo-4-oxo-1,4-dihydroquinolin-3-yl]carbonyl}piperazine-1-carboxylate (Intermediate 79, 400 mg, 0.68 mmol) in dimethylformamide (15 mL) was purged argon gas, then tetrakis(triphenylphosphine)palladium (69.25 mg, 0.06 mmol) followed by 1-ethyl-3-{5-(4,4,5,5-tetramethyl-1,3,2-dioxaborolan-2-yl)-4-[4-(trifluoromethyl)-1,3-thiazol-2-yl]pyridin-2-yl}urea (Intermediate 17, 360 mg, 0.82 mmol) was added. The mixture was stirred at room temperat...